This data is from the Open Reaction Database (ORD), a public repository of structured organic reaction records. The task is: describe an organic reaction: reactants, conditions, products, and yield Starting materials: O=c1cc(-c2cccnc2)c2ccc(Br)cc2o1, CO, OC(c1nnc(S)s1)(C1CC1)C1CC1, [K+], [OH-]. Yields the product O=c1cc(-c2cccnc2)c2ccc(Sc3nnc(C(O)(C4CC4)C4CC4)s3)cc2o1. As a reaction SMILES: [Br:17][c:18]1[cH:19][cH:20][c:21]2[c:22](-[c:29]3[cH:30][n:31][cH:32][cH:33][cH:34]3)[cH:23][c:24](=[O:28])[o:25][c:26]2[cH:27]1.[CH3:35][OH:36].[CH:3]1([C:6]([OH:7])([c:8]2[s:9][c:10]([SH:13])[n:11][n:12]2)[CH:14]2[CH2:15][CH2:16]2)[CH2:4][CH2:5]1.[K+:2].[OH-:1]>>[CH:3]1([C:6]([OH:7])([c:8]2[s:9][c:10]([S:13][c:18]3[cH:19][cH:20][c:21]4[c:22](-[c:29]5[cH:30][n:31][cH:32][cH:33][cH:34]5)[cH:23][c:24](=[O:28])[o:25][c:26]4[cH:27]3)[n:11][n:12]2)[CH:14]2[CH2:15][CH2:16]2)[CH2:4][CH2:5]1. Starting materials: CCOCC, CCN(C(C)C)C(C)C, O=C(Nc1ccc(C(F)(F)F)c(OCCN2CCCC2)c1)c1cccnc1Cl, NCc1ccc(F)cc1. Product: O=C(Nc1ccc(C(F)(F)F)c(OCCN2CCCC2)c1)c1cccnc1NCc1ccc(F)cc1. RXN SMILES: [CH3:47][CH2:48][O:49][CH2:50][CH3:51].[CH:29]([N:30]([CH2:31][CH3:32])[CH:33]([CH3:34])[CH3:35])([CH3:36])[CH3:37].[Cl:1][c:2]1[c:3]([C:4](=[O:5])[NH:6][c:7]2[cH:8][c:9]([O:17][CH2:18][CH2:19][N:20]3[CH2:21][CH2:22][CH2:23][CH2:24]3)[c:10]([C:13]([F:14])([F:15])[F:16])[cH:11][cH:12]2)[cH:25][cH:26][cH:27][n:28]1.[F:38][c:39]1[cH:40][cH:41][c:42]([CH2:43][NH2:44])[cH:45][cH:46]1>>[c:2]1([NH:44][CH2:43][c:42]2[cH:41][cH:40][c:39]([F:38])[cH:46][cH:45]2)[c:3]([C:4](=[O:5])[NH:6][c:7]2[cH:8][c:9]([O:17][CH2:18][CH2:19][N:20]3[CH2:21][CH2:22][CH2:23][CH2:24]3)[c:10]([C:13]([F:14])([F:15])[F:16])[cH:11][cH:12]2)[cH:25][cH:26][cH:27][n:28]1. The reactants are C(C1=CC=CC=C1)OC(=O)C1=C(NC2=CC=C(C=C12)OCCCl)C (5-(2-Chloro-ethoxy)-2-methyl-1H-indole-3-carboxylic acid benzyl ester), [I-].[Na+] (sodium iodide). The solvent is CC(CC)=O (2-butanone). The product is crude product, C(C1=CC=CC=C1)OC(=O)C1=C(NC2=CC=C(C=C12)OCCI)C (5-(2-iodo-ethoxy)-2-methyl-1H-indole-3-carboxylic acid benzyl ester). Reaction SMILES: [CH2:1]([O:8][C:9]([C:11]1[C:19]2[C:14](=[CH:15][CH:16]=[C:17]([O:20][CH2:21][CH2:22]Cl)[CH:18]=2)[NH:13][C:12]=1[CH3:24])=[O:10])[C:2]1[CH:7]=[CH:6][CH:5]=[CH:4][CH:3]=1.[I-:25].[Na+]>CC(=O)CC>[CH2:1]([O:8][C:9]([C:11]1[C:19]2[C:14](=[CH:15][CH:16]=[C:17]([O:20][CH2:21][CH2:22][I:25])[CH:18]=2)[NH:13][C:12]=1[CH3:24])=[O:10])[C:2]1[CH:7]=[CH:6][CH:5]=[CH:4][CH:3]=1 |f:1.2|. Reported procedure: To a solution of 5-(2-chloro-ethoxy)-2-methyl-1H-indole-3-carboxylic acid benzyl ester (0.873 mmol, 0.300 g, Example 1, Step A) in 10 mL of 2-butanone was added sodium iodide (8.73 mmol, 1.31 g). The solution was heated at reflux for 48 hours, cooled to room temperature, and concentrated to afford the crude product, 5-(2-iodo-ethoxy)-2-methyl-1H-indole-3-carboxylic acid benzyl ester: MS(APCI+): m/z 436.0 (M+1). Reactants: [Al+3], C1CCOC1, CCCN(CCC)C1Cc2cccc(OC)c2NC1=O, CCOC(C)=O, CO, [H-], [H-], [H-], [H-], [Li+]. Yields the product CCCN(CCC)C1CNc2c(cccc2OC)C1. RXN SMILES: [Al+3:2].[CH2:35]1[O:36][CH2:37][CH2:38][CH2:39]1.[CH2:7]([CH2:8][CH3:9])[N:10]([CH:11]1[C:12](=[O:23])[NH:13][c:14]2[c:15]([O:21][CH3:22])[cH:16][cH:17][cH:18][c:19]2[CH2:20]1)[CH2:24][CH2:25][CH3:26].[CH3:27][CH2:28][O:29][C:30](=[O:31])[CH3:32].[CH3:33][OH:34].[H-:1].[H-:4].[H-:5].[H-:6].[Li+:3]>>[CH2:7]([CH2:8][CH3:9])[N:10]([CH:11]1[CH2:12][NH:13][c:14]2[c:15]([O:21][CH3:22])[cH:16][cH:17][cH:18][c:19]2[CH2:20]1)[CH2:24][CH2:25][CH3:26]. The reactants are C1CCOC1, CCOCc1csc(NC(C)=O)n1, Cl. Yields the product CCOCc1csc(N)n1. Reaction SMILES: [CH2:15]1[O:16][CH2:17][CH2:18][CH2:19]1.[CH2:1]([CH3:2])[O:3][CH2:4][c:5]1[n:6][c:7]([NH:10][C:11](=[O:12])[CH3:13])[s:8][cH:9]1.[ClH:14]>>[CH2:1]([CH3:2])[O:3][CH2:4][c:5]1[n:6][c:7]([NH2:10])[s:8][cH:9]1. The reactants are OC=1C=CC(=C(C1)\C=C\C(CC(\C=C\C1=CC=C(C=C1)O)=O)=O)[N+](=O)[O-] ((1E,6E)-1-(5-hydroxy-2-nitrophenyl)-7-(4-hydroxyphenyl)hepta-1,6-diene-3,5-dione), OC1=CC=C(C=C1)\C=C\C(CC(\C=C\C1=C(C=CC=C1)[N+](=O)[O-])=O)=O ((1E,6E)-1-(4-hydroxyphenyl)-7-(2-nitrophenyl)hepta-1,6-diene-3,5-dione). The product is NC1=C(C=C(C=C1)O)\C=C\C(CC(\C=C\C1=CC=C(C=C1)O)=O)=O ((1E,6E)-1-(2-amino-5-hydroxyphenyl)-7-(4-hydroxyphenyl)hepta-1,6-diene-3,5-dione), solid. Reported procedure: The title compound was synthesized using the same procedure employed for Example 349, but with (1E,6E)-1-(5-hydroxy-2-nitrophenyl)-7-(4-hydroxyphenyl)hepta-1,6-diene-3,5-dione (26 mg, 73 μmol, synthesized in Example 106) as the starting material instead of (1E,6E)-1-(4-hydroxyphenyl)-7-(2-nitrophenyl)hepta-1,6-diene-3,5-dione, and was purified by silica gel column chromatography eluting with hexane/ethyl acetate=60/40 to 30/70. The product was obtained as a solid (6.8 mg, 37%) having the followi... Yield: 37.0%. As a reaction SMILES: [OH:1][C:2]1[CH:3]=[CH:4][C:5]([N+:24]([O-])=O)=[C:6](/[CH:8]=[CH:9]/[C:10](=[O:23])[CH2:11][C:12](=[O:22])/[CH:13]=[CH:14]/[C:15]2[CH:20]=[CH:19][C:18]([OH:21])=[CH:17][CH:16]=2)[CH:7]=1.OC1C=CC(/C=C/C(=O)CC(=O)/C=C/C2C=CC=CC=2[N+]([O-])=O)=CC=1>>[NH2:24][C:5]1[CH:4]=[CH:3][C:2]([OH:1])=[CH:7][C:6]=1/[CH:8]=[CH:9]/[C:10](=[O:23])[CH2:11][C:12](=[O:22])/[CH:13]=[CH:14]/[C:15]1[CH:16]=[CH:17][C:18]([OH:21])=[CH:19][CH:20]=1. Reactants: C1(=CC=CC=C1)S(=O)(=O)N1C(=CC2=CC(=CC=C12)SC)CC1=CC=C(O1)C(=O)OCC (1-benzenesulfonyl-2-(2-ethoxycarbonylfuran-5-yl-methyl)-5-methylthioindole), OOS(=O)[O-].[K+] (OXONE), O (water), C(O)([O-])=O.[Na+] (sodium hydrogencarbonate). Solvent: O1CCCC1 (tetrahydrofuran). Run at temperature 22.5 celsius, time 1.5 hour. The product is C1(=CC=CC=C1)S(=O)(=O)N1C(=CC2=CC(=CC=C12)S(=O)(=O)C)CC1=CC=C(O1)C(=O)OCC (1-benzenesulfonyl-2-(2-ethoxycarbonylfuran-5-yl-methyl)-5-methanesulfonylindole). RXN SMILES: [C:1]1([S:7]([N:10]2[C:18]3[C:13](=[CH:14][C:15](SC)=[CH:16][CH:17]=3)[CH:12]=[C:11]2[CH2:21][C:22]2[O:26][C:25]([C:27]([O:29][CH2:30][CH3:31])=[O:28])=[CH:24][CH:23]=2)(=O)=[O:8])[CH:6]=[CH:5][CH:4]=[CH:3][CH:2]=1.O[O:33][S:34]([O-:36])=O.[K+].[C:38](=O)([O-])O.[Na+].[OH2:43]>O1CCCC1>[C:1]1([S:7]([N:10]2[C:18]3[C:13](=[CH:14][C:15]([S:34]([CH3:38])(=[O:36])=[O:33])=[CH:16][CH:17]=3)[CH:12]=[C:11]2[CH2:21][C:22]2[O:26][C:25]([C:27]([O:29][CH2:30][CH3:31])=[O:28])=[CH:24][CH:23]=2)(=[O:8])=[O:43])[CH:2]=[CH:3][CH:4]=[CH:5][CH:6]=1 |f:1.2,3.4|. Reported procedure: To a solution of the compound obtained in Example 30 (3) (0.183 g) in a mixture of tetrahydrofuran (2 ml) and water (2 ml), OXONE (registered trademark) (0.4939 g) was added under ice-cooling and the mixture was stirred for 30 minutes and at 15 to 30° C. for 1.5 hours. A saturated aqueous sodium hydrogencarbonate solution was added thereto, and the mixture was extracted with ethyl acetate, dried over anhydrous magnesium sulfate, filtered and concentrated under reduced pressure. The resulting res... Reactants: CN1N=CC(=C1C(F)(F)F)B1OC(C(O1)(C)C)(C)C (1-methyl-4-(4,4,5,5-tetramethyl-1,3,2-dioxaborolan-2-yl)-5-(trifluoromethyl)-1H-pyrazole), BrC=1C(=NN(C1F)C)C (4-bromo-5-fluoro-1,3-dimethyl-1H-pyrazole). Product: FC1=C(C(=NN1C)C)B1OC(C(O1)(C)C)(C)C (5-fluoro-1,3-dimethyl-4-(4,4,5,5-tetramethyl-1,3,2-dioxaborolan-2-yl)-1H-pyrazole). Reaction SMILES: CN1C(C(F)(F)F)=C([B:11]2[O:15][C:14]([CH3:17])([CH3:16])[C:13]([CH3:19])([CH3:18])[O:12]2)C=N1.Br[C:21]1[C:22]([CH3:28])=[N:23][N:24]([CH3:27])[C:25]=1[F:26]>>[F:26][C:25]1[N:24]([CH3:27])[N:23]=[C:22]([CH3:28])[C:21]=1[B:11]1[O:15][C:14]([CH3:17])([CH3:16])[C:13]([CH3:19])([CH3:18])[O:12]1. Procedure details: Following the procedure of Intermediate 149, replacing 4-bromo-1-methyl-5-(trifluoromethyl)pyrazole with 4-bromo-5-fluoro-1,3-dimethyl-1H-pyrazole (commercial) provided the title compound. Reactants: [BH4-], COc1cccc(C=O)c1OCC(C)C, CN, CO, [Na+]. Yields the product COc1cccc(CCN)c1OCC(C)C. RXN SMILES: [BH4-:18].[CH2:3]([CH:4]([CH3:5])[CH3:6])[O:7][c:8]1[c:9]([CH:10]=[O:11])[cH:12][cH:13][cH:14][c:15]1[O:16][CH3:17].[CH3:1][NH2:2].[CH3:20][OH:21].[Na+:19]>>[CH2:1]([NH2:2])[CH2:10][c:9]1[c:8]([O:7][CH2:3][CH:4]([CH3:5])[CH3:6])[c:15]([O:16][CH3:17])[cH:14][cH:13][cH:12]1.